This data is from the Open Reaction Database (ORD), a public repository of structured organic reaction records. The task is: describe an organic reaction: reactants, conditions, products, and yield Reactants: CN1CCCC1=O, COC(=O)c1ccc2c(c1)nc(Cl)c1nc(SC)ncc12, Nc1ccccc1, O. Product: COC(=O)c1ccc2c(c1)nc(Nc1ccccc1)c1nc(SC)ncc12. Reaction SMILES: [CH3:30][N:31]1[CH2:32][CH2:33][CH2:34][C:35]1=[O:36].[Cl:1][c:2]1[n:3][c:4]2[cH:5][c:6]([C:18](=[O:19])[O:20][CH3:21])[cH:7][cH:8][c:9]2[c:10]2[c:11]1[n:12][c:13]([S:16][CH3:17])[n:14][cH:15]2.[NH2:22][c:23]1[cH:24][cH:25][cH:26][cH:27][cH:28]1.[OH2:29]>>[c:2]1([NH:22][c:23]2[cH:24][cH:25][cH:26][cH:27][cH:28]2)[n:3][c:4]2[cH:5][c:6]([C:18](=[O:19])[O:20][CH3:21])[cH:7][cH:8][c:9]2[c:10]2[c:11]1[n:12][c:13]([S:16][CH3:17])[n:14][cH:15]2. The reactants are CCN1C(=O)N(CCO)c2nc(N[C@@H]3CCC[C@H]3O)n(Cc4ccc(OC)c(Br)c4)c2C1=O, CC1(C)OB(OC1(C)C)c2cnc(nc2)n3cccn3. Reagents/catalysts: CCN=P(N=P(N(C)C)(N(C)C)N(C)C)(N(C)C)N(C)C (P2-Et), CC(C)c1cc(C(C)C)c(-c2ccccc2[PH](C(C)(C)C)(C(C)(C)C)[Pd]2(OS(C)(=O)=O)Nc3ccccc3-c3ccccc32)c(C(C)C)c1 (tBuXphos G3). Solvent: CS(C)=O (DMSO), O (water), CS(C)=O (DMSO), CS(C)=O (DMSO), CS(C)=O (DMSO). Run at time 22 hour. Yields the product CCN1C(=O)N(CCO)c2nc(N[C@@H]3CCC[C@H]3O)n(Cc4ccc(OC)c(c4)c5cnc(nc5)n6cccn6)c2C1=O, CCN1C(=O)N(CCO)c2nc(N[C@@H]3CCC[C@H]3O)n(Cc4ccc(OC)c(Br)c4)c2C1=O, c1ccc(-c2ccccc2)cc1. Reactants: Cl (hydrogen chloride), CO (methanol), Cl.ClC1=C(CN2CC(C(CC2)=O)CC(=O)O)C=CC=C1 ([1-(2-chlorobenzyl)-4-oxopiperid-3-yl]-acetic acid hydrochloride). Yields the product COC(CC1CN(CCC1=O)CC1=C(C=CC=C1)Cl)=O (methyl[ 1-(2-chlorobenzyl)-4-oxopiperid-3-yl]-acetate). As a reaction SMILES: Cl.[Cl:2][C:3]1[CH:20]=[CH:19][CH:18]=[CH:17][C:4]=1[CH2:5][N:6]1[CH2:11][CH2:10][C:9](=[O:12])[CH:8]([CH2:13][C:14]([OH:16])=[O:15])[CH2:7]1.Cl.[CH3:22]O>>[CH3:22][O:15][C:14](=[O:16])[CH2:13][CH:8]1[C:9](=[O:12])[CH2:10][CH2:11][N:6]([CH2:5][C:4]2[CH:17]=[CH:18][CH:19]=[CH:20][C:3]=2[Cl:2])[CH2:7]1 |f:0.1|. Procedure: A solution of 30 g. of this hydrochloride in 300 cc. methanol saturated with gaseous hydrogen chloride is stirred at ambient temperature for 3 hours. The reaction mixture is then evaporated in a vacuum at a temperature below 50° C. and the residue is poured into water, rendered basic by the addition of sodium bicarbonate and extracted with methylene chloride. The organic extracts are washed with water, dried with anhydrous sodium sulphate and evaporated to dryness. The yellow resin obtained is u... Starting materials: CC(C)=O, CC(=O)C1(C)CC=C(C)CC1C, CC(C)O, CC(C)O. Product: CC1=CCC(C)(C(C)O)C(C)C1. Reaction SMILES: [CH3:13][C:14]([CH3:15])=[O:16].[CH3:1][C:2]1([C:10]([CH3:11])=[O:12])[CH2:3][CH:4]=[C:5]([CH3:9])[CH2:6][CH:7]1[CH3:8].[CH:17]([OH:18])([CH3:19])[CH3:20].[CH:21]([OH:22])([CH3:23])[CH3:24]>>[CH3:1][C:2]1([CH:10]([CH3:11])[OH:12])[CH2:3][CH:4]=[C:5]([CH3:9])[CH2:6][CH:7]1[CH3:8]. Reactants: COCCOC, FC(F)(F)c1ccc(CBr)cc1, CCOC(=O)CC(=O)c1ccc(F)c(F)c1, [H-], [Na+], O. The product is CCOC(=O)C(Cc1ccc(C(F)(F)F)cc1)C(=O)c1ccc(F)c(F)c1. RXN SMILES: [CH3:32][O:33][CH2:34][CH2:35][O:36][CH3:37].[F:19][C:20]([c:21]1[cH:22][cH:23][c:24]([CH2:25][Br:26])[cH:27][cH:28]1)([F:29])[F:30].[F:1][c:2]1[cH:3][c:4]([C:9]([CH2:10][C:11](=[O:12])[O:13][CH2:14][CH3:15])=[O:16])[cH:5][cH:6][c:7]1[F:8].[H-:17].[Na+:18].[OH2:31]>>[F:1][c:2]1[cH:3][c:4]([C:9]([CH:10]([C:11](=[O:12])[O:13][CH2:14][CH3:15])[CH2:25][c:24]2[cH:23][cH:22][c:21]([C:20]([F:19])([F:29])[F:30])[cH:28][cH:27]2)=[O:16])[cH:5][cH:6][c:7]1[F:8]. The reactants are [OH-].[Na+] (sodium hydroxide), solution f, [H-].COCCO[Al+]OCCOC.[Na+].[H-] (sodium bis(2-methoxyethoxy)aluminum hydride), C1C2C1(C(=O)NC2=O)C3=CC=C(C=C3)Cl (1-(p-chlorophenyl)-1,2-cyclopropanedicarboximide), O (Water). The solvent is C1=CC=CC=C1 (benzene). Product: Cl.ClC1=CC=C(C=C1)C12CNCC2C1 (Racemic 1-(p-Chlorophenyl)-3-azabicyclo[3.1.0]hexane hydrochloride). RXN SMILES: [H-].COCCO[Al+]OCCOC.[Na+].[H-].[CH2:15]1[C:17]2([C:23]3[CH:28]=[CH:27][C:26]([Cl:29])=[CH:25][CH:24]=3)[C:18]([NH:20][C:21](=O)[CH:16]12)=O.[OH-].[Na+].O>C1C=CC=CC=1>[ClH:29].[Cl:29][C:26]1[CH:25]=[CH:24][C:23]([C:17]23[CH2:15][CH:16]2[CH2:21][NH:20][CH2:18]3)=[CH:28][CH:27]=1 |f:0.1.2.3,5.6,9.10|. Reported procedure: To a stirred solution f 30 ml of sodium bis(2-methoxyethoxy)aluminum hydride (70% benzene solution) is added dropwise a solution of 2.2 g of 1-(p-chlorophenyl)-1,2-cyclopropanedicarboximide in 100 ml of benzene over a 30 minute period at room temperature under nitrogen atmosphere. The reaction vessel is warmed slightly to maintain solution. The clear yellow solution is then heated to reflux under nitrogen atmosphere for one hour. The solution is cooled and the excess reagent decomposed with 5N s...